The task is: describe an organic reaction: reactants, conditions, products, and yield. This data is from the Open Reaction Database (ORD), a public repository of structured organic reaction records. Starting materials: C(C)(=O)O[C@H]1[C@H](OC2=CC(=CC=C2)Br)SC[C@H]([C@@H]1OC(C)=O)OC(C)=O (3-bromophenyl 2,3,4-tri-O-acetyl-5-thio-β-D-xylopyranoside), VII, FC1=NC=CC(=C1)B(O)O (2-fluoro-4-pyridineboronic acid). Product: C(C)(=O)O[C@H]1[C@H](OC2=CC(=CC=C2)C2=CC(=NC=C2)F)SC[C@H]([C@@H]1OC(C)=O)OC(C)=O (3-(2-Fluoro-4-pyridinyl)phenyl 2,3,4-tri-O-acetyl-5-thio-β-D-xylopyranoside). Yield: 52.0%. Reaction SMILES: [C:1]([O:4][C@@H:5]1[C@@H:18]([O:19][C:20](=[O:22])[CH3:21])[C@H:17]([O:23][C:24](=[O:26])[CH3:25])[CH2:16][S:15][C@H:6]1[O:7][C:8]1[CH:13]=[CH:12][CH:11]=[C:10](Br)[CH:9]=1)(=[O:3])[CH3:2].[F:27][C:28]1[CH:33]=[C:32](B(O)O)[CH:31]=[CH:30][N:29]=1>>[C:1]([O:4][C@@H:5]1[C@@H:18]([O:19][C:20](=[O:22])[CH3:21])[C@H:17]([O:23][C:24](=[O:26])[CH3:25])[CH2:16][S:15][C@H:6]1[O:7][C:8]1[CH:13]=[CH:12][CH:11]=[C:10]([C:32]2[CH:31]=[CH:30][N:29]=[C:28]([F:27])[CH:33]=2)[CH:9]=1)(=[O:3])[CH3:2]. Procedure details: By carrying out the operation analogously to example 3, starting from 3-bromophenyl 2,3,4-tri-O-acetyl-5-thio-β-D-xylopyranoside, obtained according to preparation VII, and 2-fluoro-4-pyridineboronic acid, the expected product is obtained in the form of a white solid with a yield of 52%. Starting materials: C(=O)C=1C=C(C=CC1)C(SCCC(=O)OC)SCCC(N(C)C)=O ((+)-methyl 5-(3-formylphenyl)-8-dimethylcarbamyl-4,6-dithiaoctanoate), C(C)(=O)[O-].[NH4+] (ammonium acetate), [Br-].ClC1=CC=C2C=CC(=NC2=C1)C[P+](C1=CC=CC=C1)(C1=CC=CC=C1)C1=CC=CC=C1 (7-chloroquinolin-2-ylmethyltriphenylphosphonium bromide), CCCCCC (hexane). The solvent is C1CCOC1 (THF), C1CCOC1 (THF). Conditions: temperature -78 celsius, time 0.5 hour. The product is ClC1=CC=C2C=CC(=NC2=C1)C=CC=1C=C(C=CC1)C(SCCC(=O)OC)SCCC(N(C)C)=O ((+)-methyl 5-(3-(2-(7-chloroquinoline-2-yl)ethenyl)phenyl)-8-dimethylcarbamyl-4,6-dithiaoctanoate). RXN SMILES: [Br-].[Cl:2][C:3]1[CH:12]=[C:11]2[C:6]([CH:7]=[CH:8][C:9]([CH2:13][P+](C3C=CC=CC=3)(C3C=CC=CC=3)C3C=CC=CC=3)=[N:10]2)=[CH:5][CH:4]=1.CCCCCC.[CH:39]([C:41]1[CH:42]=[C:43]([CH:47]([S:55][CH2:56][CH2:57][C:58](=[O:62])[N:59]([CH3:61])[CH3:60])[S:48][CH2:49][CH2:50][C:51]([O:53][CH3:54])=[O:52])[CH:44]=[CH:45][CH:46]=1)=O.C([O-])(=O)C.[NH4+]>C1COCC1>[Cl:2][C:3]1[CH:12]=[C:11]2[C:6]([CH:7]=[CH:8][C:9]([CH:13]=[CH:39][C:41]3[CH:42]=[C:43]([CH:47]([S:55][CH2:56][CH2:57][C:58](=[O:62])[N:59]([CH3:61])[CH3:60])[S:48][CH2:49][CH2:50][C:51]([O:53][CH3:54])=[O:52])[CH:44]=[CH:45][CH:46]=3)=[N:10]2)=[CH:5][CH:4]=1 |f:0.1,4.5|. Procedure details: To a suspension of 7-chloroquinolin-2-ylmethyltriphenylphosphonium bromide (Example 4, Step 2) (809 mg, 1.56 mmol.) in THF (15 mL) at -78° C., was added a solution of n-Buli (1.6 M) in hexane (0.89 mL, 1.43 mmol.). The mixture was stirred for 0.5 hrs at -78° C. Then, (+)-methyl 5-(3-formylphenyl)-8-dimethylcarbamyl-4,6-dithiaoctanoate (step 3) (480 mg, 1.3 mmol.) in THF (4 mL) was slowly added. The mixture was stirred for 0.5 hr at -78° C. and then warmed up to room temperature and stirred for a...